This data is from the Open Reaction Database (ORD), a public repository of structured organic reaction records. The task is: describe an organic reaction: reactants, conditions, products, and yield Starting materials: OC1=C(C=C(C=C1C)CCC(=O)C=1SC(=C(C1)C1=CC=CC=C1)C)C (3-(4-hydroxy-3,5-dimethyl-phenyl)-1-(5-methyl-4-phenyl-thiophen-2-yl)-propan-1-one), C(Cl)C1CO1 (epichlorohydrine). Run in CC(C)O (2-propanol), [OH-].[Na+] (NaOH), O (water). Reaction conditions: time 24 hour. The product is CC=1C=C(C=C(C1OCC1OC1)C)CCC(=O)C=1SC(=C(C1)C1=CC=CC=C1)C (3-(3,5-dimethyl-4-oxiranylmethoxy-phenyl)-1-(5-methyl-4-phenyl-thiophen-2-yl)-propan-1-one). The yield is 26.3%. RXN SMILES: [OH:1][C:2]1[C:7]([CH3:8])=[CH:6][C:5]([CH2:9][CH2:10][C:11]([C:13]2[S:14][C:15]([CH3:24])=[C:16]([C:18]3[CH:23]=[CH:22][CH:21]=[CH:20][CH:19]=3)[CH:17]=2)=[O:12])=[CH:4][C:3]=1[CH3:25].[CH2:26]([CH:28]1[O:30][CH2:29]1)Cl>CC(O)C.[OH-].[Na+].O>[CH3:25][C:3]1[CH:4]=[C:5]([CH2:9][CH2:10][C:11]([C:13]2[S:14][C:15]([CH3:24])=[C:16]([C:18]3[CH:23]=[CH:22][CH:21]=[CH:20][CH:19]=3)[CH:17]=2)=[O:12])[CH:6]=[C:7]([CH3:8])[C:2]=1[O:1][CH2:26][CH:28]1[CH2:29][O:30]1 |f:3.4|. Procedure: A solution of 3-(4-hydroxy-3,5-dimethyl-phenyl)-1-(5-methyl-4-phenyl-thiophen-2-yl)-propan-1-one (300 mg, 0.86 mmol) in 2-propanol (7.5 mL) and 3 N aq. NaOH (2.5 mL) is treated with epichlorohydrine (158 mg, 1.72 mmol) and the mixture is stirred at rt for 24 h, then diluted with water and extracted with EA. The solvent of the organic extract is evaporated and the residue is purified by CC on silica gel eluting with hepaten:EA 5:1 to give 3-(3,5-dimethyl-4-oxiranylmethoxy-phenyl)-1-(5-methyl-4-ph... Reactants: OC=1C=C2CCCC2=CC1 (5-hydroxyindan), solid, ClC1=CC2=C(N=CN=C2)N=C1 (6-chloro-pyrido[2,3-d]pyrimidine), ClC1=CC2=C(N=CN=C2)N=C1 (6-chloro-pyrido[2,3-d] pyrimidine). Run in [OH-].[K+] (potassium hydroxide), [OH-].[K+] (potassium hydroxide). The product is C1CCC2=CC(=CC=C12)OC=1C2=C(N=CN1)N=CC=C2 (4-(5-indanyloxy)-pyrido[2,3-d]pyrimidine). Yield: 60.0%. As a reaction SMILES: [OH:1][C:2]1[CH:3]=[C:4]2[C:8](=[CH:9][CH:10]=1)[CH2:7][CH2:6][CH2:5]2.Cl[C:12]1[CH:21]=[N:20][C:15]2[N:16]=[CH:17][N:18]=[CH:19][C:14]=2[CH:13]=1>[OH-].[K+]>[CH2:7]1[C:8]2[C:4](=[CH:3][C:2]([O:1][C:19]3[C:14]4[CH:13]=[CH:12][CH:21]=[N:20][C:15]=4[N:16]=[CH:17][N:18]=3)=[CH:10][CH:9]=2)[CH2:5][CH2:6]1 |f:2.3|. Procedure: To a solution of 5-hydroxyindan (1.342 g, 10 mM) in 80 ml of aqueous potassium hydroxide solution containing 1.683 g (30 mM) of solid potassium hydroxide is added 6-chloro-pyrido[2,3-d] pyrimidine (1.656 g, 10 mM). The reaction mixture is stirred for about 0.5 h at room temperature until most of the 6-chloro-pyrido[2,3-d]pyrimidine dissolves and then heated on the steam bath for further 0.5 h. The mixture is cooled, filtered and the residue recrystallized from hot aqueous ethanol to give pure ti...